describe an organic reaction: reactants, conditions, products, and yield From a dataset of the Open Reaction Database (ORD), a public repository of structured organic reaction records. The reactants are BrC1=CC=C(C=C1)CC(=O)O (4-bromo-phenyl acetic acid), C(Cl)Cl (methylene chloride), C(C(=O)Cl)(=O)Cl (oxalyl chloride). The solvent is CN(C=O)C (dimethylformamide). Run at temperature 0 celsius, time 16 hour. Product: BrC=1C=C2CCC(CC2=CC1)=O (6-Bromo-2-tetralone). Isolated yield 88.0%. Reaction SMILES: [Br:1][C:2]1[CH:7]=[CH:6][C:5]([CH2:8][C:9]([OH:11])=O)=[CH:4][CH:3]=1.C(Cl)Cl.[C:15](Cl)(=O)[C:16](Cl)=O>CN(C)C=O>[Br:1][C:2]1[CH:3]=[C:4]2[C:5](=[CH:6][CH:7]=1)[CH2:8][C:9](=[O:11])[CH2:16][CH2:15]2. Procedure details: A single neck 3 liter round bottom flask under an Ar atmosphere was charged with 4-bromo-phenyl acetic acid (250.0 g, 1.15 m), methylene chloride (1.5 L), and dimethylformamide (0.5 mL). This magnetically stirred solution was cooled to 0° C. and treated dropwise with oxalyl chloride (156 mL, 1.74 m). The reaction was allowed to reach room temperature and stirred 16 hrs. The reaction was concentrated on a rotary evaporator to approximately 1 L of volume. A separate dry 5 liter 3 neck round bottom... Reactants: Cl (hydrochloric acid), [OH-].[Na+] (sodium hydroxide), [N+](=O)([O-])C1=C(C=CC=C1)N=NC1=C(C(=CC(=C1)C(C)(C)CC(C)(C)C)C(C)(C)CC(C)(C)C)O (2-Nitro-2'-hydroxy-3',5'-di-tert-octylazobenzene), C1(=CC=CC=C1)C (toluene), [OH-].[Na+] (sodium hydroxide). The reagents and catalysts are [Zn] (zinc), [Zn] (zinc), [Zn] (zinc), [Zn] (zinc), [Zn] (zinc). Run in O (water), C(C)(C)O (isopropanol). Reaction conditions: temperature 70 celsius, time 8 hour. Yields the product OC1=C(C=C(C=C1C(C)(C)CC(C)(C)C)C(C)(C)CC(C)(C)C)N1N=C2C(=N1)C=CC=C2 (2-(2-Hydroxy-3,5-di-tert-octylphenyl)-2H-benzotriazole). RXN SMILES: [N+:1]([C:4]1[CH:9]=[CH:8][CH:7]=[CH:6][C:5]=1[N:10]=[N:11][C:12]1[CH:17]=[C:16]([C:18]([CH2:21][C:22]([CH3:25])([CH3:24])[CH3:23])([CH3:20])[CH3:19])[CH:15]=[C:14]([C:26]([CH2:29][C:30]([CH3:33])([CH3:32])[CH3:31])([CH3:28])[CH3:27])[C:13]=1[OH:34])([O-])=O.C1(C)C=CC=CC=1.[OH-].[Na+].Cl>[Zn].O.C(O)(C)C>[OH:34][C:13]1[C:14]([C:26]([CH2:29][C:30]([CH3:33])([CH3:32])[CH3:31])([CH3:28])[CH3:27])=[CH:15][C:16]([C:18]([CH2:21][C:22]([CH3:25])([CH3:24])[CH3:23])([CH3:20])[CH3:19])=[CH:17][C:12]=1[N:11]1[N:10]=[C:5]2[CH:6]=[CH:7][CH:8]=[CH:9][C:4]2=[N:1]1 |f:2.3|. Reported procedure: To a 5-liter 3-necked flask fitted with a stirrer, thermometer, reflux condenser and nitrogen inlet was charged 400 grams (0.855 mol) of the o-nitroazobenzene intermediate of Example 1 and 1200 ml of toluene. To the resulting solution was added 260 ml of isopropanol and 260 ml of water. A nitrogen atmosphere was imposed and 175 ml of 50.1% aqueous sodium hydroxide was added. A flask containing 170.0 gram (2.6 gram-atoms) of zinc was connected to the reaction flask by Gooch rubber tubing and the ... Starting materials: ClC1=CC(=C(CN2N=CC3=CC(=CC=C23)\C=C/2\C(NC(S2)=O)=O)C=C1)C(F)(F)F ((5Z)-5-({1-[4-chloro-2-(trifluoromethyl)benzyl]-1H-indazol-5-yl}methylidene)-2,4-dioxo-1,3-thiazolidine), COCCBr (2-bromoethyl methyl ether). The product is ClC1=CC(=C(CN2N=CC3=CC(=CC=C23)\C=C/2\C(N(C(S2)=O)CCOC)=O)C=C1)C(F)(F)F ((5Z)-5-({1-[4-Chloro-2-(trifluoromethyl)benzyl]-1H-indazol-5-yl}methylidene)-3-(2-methoxyethyl)-1,3-thiazolidine-2,4-dione). Reaction SMILES: [Cl:1][C:2]1[CH:25]=[CH:24][C:5]([CH2:6][N:7]2[C:15]3[C:10](=[CH:11][C:12](/[CH:16]=[C:17]4/[C:18](=[O:23])[NH:19][C:20](=[O:22])[S:21]/4)=[CH:13][CH:14]=3)[CH:9]=[N:8]2)=[C:4]([C:26]([F:29])([F:28])[F:27])[CH:3]=1.[CH3:30][O:31][CH2:32][CH2:33]Br>>[Cl:1][C:2]1[CH:25]=[CH:24][C:5]([CH2:6][N:7]2[C:15]3[C:10](=[CH:11][C:12](/[CH:16]=[C:17]4/[C:18](=[O:23])[N:19]([CH2:33][CH2:32][O:31][CH3:30])[C:20](=[O:22])[S:21]/4)=[CH:13][CH:14]=3)[CH:9]=[N:8]2)=[C:4]([C:26]([F:27])([F:29])[F:28])[CH:3]=1. Procedure details: (5Z)-5-({1-[4-Chloro-2-(trifluoromethyl)benzyl]-1H-indazol-5-yl}methylidene)-3-(2-methoxyethyl)-1,3-thiazolidine-2,4-dione was prepared from [(5Z)-5-({1-[4-chloro-2-(trifluoromethyl)benzyl]-1H-indazol-5-yl}methylidene)-2,4-dioxo-1,3-thiazolidine (from Example 1) and 2-bromoethyl methyl ether following General Procedure H. The reactants are [O-]S(=O)[O-].[Na+].[Na+] (Na2SO3), ClCCOC1=CC=CC=C1 (β-chlorophenetole). The solvent is O (water). Conditions: temperature 120 celsius, time 24 hour. The product is O(C1=CC=CC=C1)CCS(=O)(=O)[O-].[Na+] (Sodium 2-phenoxyethanesulfonate). The yield is 87.0%. Reaction SMILES: [O-:1][S:2]([O-:4])=[O:3].[Na+:5].[Na+].Cl[CH2:8][CH2:9][O:10][C:11]1[CH:16]=[CH:15][CH:14]=[CH:13][CH:12]=1>O>[O:10]([CH2:9][CH2:8][S:2]([O-:4])(=[O:1])=[O:3])[C:11]1[CH:16]=[CH:15][CH:14]=[CH:13][CH:12]=1.[Na+:5] |f:0.1.2,5.6|. Procedure details: To a solution of Na2SO3 (12.9 g, 102.3 mmol) in 100 mL of water is added β-chlorophenetole (15.3 g, 97.4 mmol), and the mixture is stirred at 120° C. for 24 h. Cooling the mixture affords white precipitates, which are collected by filtration and dried in vacuo. The product is obtained as a white solid in 87% yield. The structure is confirmed by 1H-NMR spectrum (DMSO-d6). δ [ppm]: 2.88 (t, 2H), 4.18 (t, 2H), 6.88–6.93 (m, 3H), 7.24–7.29 (m, 2H). The reactants are O=C([O-])[O-], COC(=O)c1cscc1NC(=O)CCCl, CN(C)C=O, Oc1ccc(Cl)c(Cl)c1, [K+], [K+], O. Yields the product COC(=O)c1cscc1NC(=O)COc1ccc(Cl)c(Cl)c1. As a reaction SMILES: [C:16](=[O:17])([O-:18])[O-:19].[CH3:1][O:2][C:3](=[O:4])[c:5]1[cH:6][s:7][cH:8][c:9]1[NH:10][C:11]([CH2:12][CH2:13][Cl:14])=[O:15].[CH3:32][N:33]([CH3:34])[CH:35]=[O:36].[Cl:22][c:23]1[cH:24][c:25]([OH:30])[cH:26][cH:27][c:28]1[Cl:29].[K+:20].[K+:21].[OH2:31]>>[CH3:1][O:2][C:3](=[O:4])[c:5]1[cH:6][s:7][cH:8][c:9]1[NH:10][C:11]([CH2:12][O:30][c:25]1[cH:24][c:23]([Cl:22])[c:28]([Cl:29])[cH:27][cH:26]1)=[O:15]. Starting materials: FC(C=1C=C(C=C(C1)C(F)(F)F)[C@@H]1[C@@H](N(C(O1)=O)CC1=C(C=CC(=C1)[N+](=O)[O-])Br)C)(F)F ((4S,5R)-5-[3,5-bis(trifluoromethyl)phenyl]-3-(2-bromo-5-nitrobenzyl)-4-methyl-1,3-oxazolidin-2-one), C1(=CC=CC=C1)C (toluene), FC1=CC(=C(C=C1C(C)C)B(O)O)OC ((4-fluoro-5-isopropyl-2-methoxyphenyl)boronic acid), C([O-])([O-])=O.[Na+].[Na+] (sodium carbonate). The reagents and catalysts are [Pd].C1(=CC=CC=C1)P(C1=CC=CC=C1)C1=CC=CC=C1.C1(=CC=CC=C1)P(C1=CC=CC=C1)C1=CC=CC=C1.C1(=CC=CC=C1)P(C1=CC=CC=C1)C1=CC=CC=C1.C1(=CC=CC=C1)P(C1=CC=CC=C1)C1=CC=CC=C1 (tetrakis (triphenylphosphine) palladium(0)). The solvent is O (water), C(C)O (ethanol). Conditions: temperature 90 celsius. Product: FC(C=1C=C(C=C(C1)C(F)(F)F)[C@@H]1[C@@H](N(C(O1)=O)CC1=C(C=CC(=C1)[N+](=O)[O-])C1=C(C=C(C(=C1)C(C)C)F)OC)C)(F)F ((4S,5R)-5-[3,5-bis(trifluoromethyl)phenyl]-3-[(4′-fluoro-5′-isopropyl-2′-methoxy-4-nitrobiphenyl-2-yl)methyl]-4-methyl-1,3-oxazolidin-2-one). Reaction SMILES: [F:1][C:2]([F:32])([F:31])[C:3]1[CH:4]=[C:5]([C@H:13]2[O:17][C:16](=[O:18])[N:15]([CH2:19][C:20]3[CH:25]=[C:24]([N+:26]([O-:28])=[O:27])[CH:23]=[CH:22][C:21]=3Br)[C@H:14]2[CH3:30])[CH:6]=[C:7]([C:9]([F:12])([F:11])[F:10])[CH:8]=1.C1(C)C=CC=CC=1.[F:40][C:41]1[C:46]([CH:47]([CH3:49])[CH3:48])=[CH:45][C:44](B(O)O)=[C:43]([O:53][CH3:54])[CH:42]=1.C(=O)([O-])[O-].[Na+].[Na+]>[Pd].C1(P(C2C=CC=CC=2)C2C=CC=CC=2)C=CC=CC=1.C1(P(C2C=CC=CC=2)C2C=CC=CC=2)C=CC=CC=1.C1(P(C2C=CC=CC=2)C2C=CC=CC=2)C=CC=CC=1.C1(P(C2C=CC=CC=2)C2C=CC=CC=2)C=CC=CC=1.O.C(O)C>[F:1][C:2]([F:32])([F:31])[C:3]1[CH:4]=[C:5]([C@H:13]2[O:17][C:16](=[O:18])[N:15]([CH2:19][C:20]3[CH:25]=[C:24]([N+:26]([O-:28])=[O:27])[CH:23]=[CH:22][C:21]=3[C:44]3[CH:45]=[C:46]([CH:47]([CH3:49])[CH3:48])[C:41]([F:40])=[CH:42][C:43]=3[O:53][CH3:54])[C@H:14]2[CH3:30])[CH:6]=[C:7]([C:9]([F:12])([F:11])[F:10])[CH:8]=1 |f:3.4.5,6.7.8.9.10|. Procedure details: To a solution of (4S,5R)-5-[3,5-bis(trifluoromethyl)phenyl]-3-(2-bromo-5-nitrobenzyl)-4-methyl-1,3-oxazolidin-2-one (3.877 g, 7.35 mmol) in a toluene (24 mL): ethanol (12 mL): water (6 mL) mixture was added (4-fluoro-5-isopropyl-2-methoxyphenyl)boronic acid (2.337 g, 11.03 mmol), tetrakis (triphenylphosphine) palladium(0) (425 mg, 5 mol %) and sodium carbonate (1.56 g, 14.72 mmol). The resulting mixture was bubbled with nitrogen and then heated in a 90° C. oil bath for 10 h. An aliquot showed co... The reactants are C1CCNCC1, CCO, COCCCNC(=O)c1ccc(-c2cc(NC3CC3)n3ncc(C=O)c3n2)s1, O=C1CNC(=O)N1. Product: COCCCNC(=O)c1ccc(-c2cc(NC3CC3)n3ncc(C=C4NC(=O)NC4=O)c3n2)s1. RXN SMILES: [CH2:29]1[CH2:30][CH2:31][NH:32][CH2:33][CH2:34]1.[CH3:42][CH2:43][OH:44].[CH:1]1([NH:4][c:5]2[cH:6][c:7](-[c:16]3[cH:17][cH:18][c:19]([C:21](=[O:22])[NH:23][CH2:24][CH2:25][CH2:26][O:27][CH3:28])[s:20]3)[n:8][c:9]3[n:10]2[n:11][cH:12][c:13]3[CH:14]=[O:15])[CH2:2][CH2:3]1.[O:35]=[C:36]1[CH2:37][NH:38][C:39](=[O:40])[NH:41]1>>[CH:1]1([NH:4][c:5]2[cH:6][c:7](-[c:16]3[cH:17][cH:18][c:19]([C:21](=[O:22])[NH:23][CH2:24][CH2:25][CH2:26][O:27][CH3:28])[s:20]3)[n:8][c:9]3[n:10]2[n:11][cH:12][c:13]3[CH:14]=[C:37]2[C:36](=[O:35])[NH:41][C:39](=[O:40])[NH:38]2)[CH2:2][CH2:3]1.